This data is from the Open Reaction Database (ORD), a public repository of structured organic reaction records. The task is: describe an organic reaction: reactants, conditions, products, and yield The reactants are C(CCC)OC1=NC(=C2N=C(N(C2=N1)CCCC1NCCCC1)OC)N (2-(Butyloxy)-8-(methyloxy)-9-[3-(2-piperidinyl)propyl]-9H-purin-6-amine), NC1=C2N=C(N(C2=NC(=N1)O[C@H](CCC)C)CCC1CCN(CC1)C(=O)OCC1=CC=CC=C1)OC (phenylmethyl 4-{2-[6-amino-2-{[(1S)-1-methylbutyl]oxy}-8-(methyloxy)-9H-purin-9-yl]ethyl}-1-piperidinecarboxylate). The product is C[C@@H](CCC)OC1=NC(=C2N=C(N(C2=N1)CCC1CCNCC1)OC)N (2-{[(1S)-1-Methylbutyl]oxy}-8-(methyloxy)-9-[2-(4-piperidinyl)ethyl]-9H-purin-6-amine). Reaction SMILES: C(OC1N=C2C(N=C(OC)N2CCCC2CCCCN2)=C(N)N=1)CCC.[NH2:27][C:28]1[N:36]=[C:35]([O:37][C@@H:38]([CH3:42])[CH2:39][CH2:40][CH3:41])[N:34]=[C:33]2[C:29]=1[N:30]=[C:31]([O:61][CH3:62])[N:32]2[CH2:43][CH2:44][CH:45]1[CH2:50][CH2:49][N:48](C(OCC2C=CC=CC=2)=O)[CH2:47][CH2:46]1>>[CH3:42][C@H:38]([O:37][C:35]1[N:34]=[C:33]2[C:29]([N:30]=[C:31]([O:61][CH3:62])[N:32]2[CH2:43][CH2:44][CH:45]2[CH2:46][CH2:47][NH:48][CH2:49][CH2:50]2)=[C:28]([NH2:27])[N:36]=1)[CH2:39][CH2:40][CH3:41]. Procedure: Prepared similarly to Intermediate 32 from phenylmethyl 4-{2-[6-amino-2-{[(1S)-1-methylbutyl]oxy}-8-(methyloxy)-9H-purin-9-yl]ethyl}-1-piperidinecarboxylate. The reactants are CN(C)C=O, CC(C)N1CCC(Oc2ccc3c(c2)cc2n3C(C)CNC2=O)CC1, O=C1CCC(=O)N1Cl, [Na+], [OH-]. Product: CC(C)N1CCC(Oc2ccc3c(c2)c(Cl)c2n3C(C)CNC2=O)CC1. Reaction SMILES: [CH3:36][N:37]([CH3:38])[CH:39]=[O:40].[CH:1]([CH3:2])([CH3:3])[N:4]1[CH2:5][CH2:6][CH:7]([O:10][c:11]2[cH:12][c:13]3[cH:14][c:15]4[n:16]([c:17]3[cH:18][cH:19]2)[CH:20]([CH3:25])[CH2:21][NH:22][C:23]4=[O:24])[CH2:8][CH2:9]1.[Cl:26][N:27]1[C:28](=[O:29])[CH2:30][CH2:31][C:32]1=[O:33].[Na+:35].[OH-:34]>>[CH:1]([CH3:2])([CH3:3])[N:4]1[CH2:5][CH2:6][CH:7]([O:10][c:11]2[cH:12][c:13]3[c:14]([Cl:26])[c:15]4[n:16]([c:17]3[cH:18][cH:19]2)[CH:20]([CH3:25])[CH2:21][NH:22][C:23]4=[O:24])[CH2:8][CH2:9]1. Starting materials: BrC=1SC2=C(N1)C=C(C(=C2C2=CC=C(C=C2)Cl)[C@@H](C(=O)OC)OC(C)(C)C)C ((S)-methyl 2-(2-bromo-7-(4-chlorophenyl)-5-methylbenzo[d]thiazol-6-yl)-2-tert-butoxyacetate), CN1N=C(C2=NC(=CC=C21)[Sn](CCCC)(CCCC)CCCC)C=2C=NC=CC2 (1-methyl-3-(pyridin-3-yl)-5-(tributylstannyl)-1H-pyrazolo[4,3-b]pyridine), [Li+].[Cl-] (LiCl). The reagents and catalysts are [Cu]I (CuI), C=1C=CC(=CC1)[P](C=2C=CC=CC2)(C=3C=CC=CC3)[Pd]([P](C=4C=CC=CC4)(C=5C=CC=CC5)C=6C=CC=CC6)([P](C=7C=CC=CC7)(C=8C=CC=CC8)C=9C=CC=CC9)[P](C=1C=CC=CC1)(C=1C=CC=CC1)C=1C=CC=CC1 (Pd(PPh3)4). Solvent: O1CCOCC1 (dioxane). Conditions: temperature 100 celsius. Product: C(C)(C)(C)O[C@H](C(=O)OC)C1=C(C2=C(N=C(S2)C2=CC=C3C(=N2)C(=NN3C)C=3C=NC=CC3)C=C1C)C1=CC=C(C=C1)Cl ((S)-methyl 2-tert-butoxy-2-(7-(4-chlorophenyl)-5-methyl-2-(1-methyl-3-(pyridin-3-yl)-1H-pyrazolo[4,3-b]pyridin-5-yl)benzo[d]thiazol-6-yl)acetate). As a reaction SMILES: Br[C:2]1[S:3][C:4]2[C:10]([C:11]3[CH:16]=[CH:15][C:14]([Cl:17])=[CH:13][CH:12]=3)=[C:9]([C@H:18]([O:23][C:24]([CH3:27])([CH3:26])[CH3:25])[C:19]([O:21][CH3:22])=[O:20])[C:8]([CH3:28])=[CH:7][C:5]=2[N:6]=1.[CH3:29][N:30]1[C:38]2[C:33](=[N:34][C:35]([Sn](CCCC)(CCCC)CCCC)=[CH:36][CH:37]=2)[C:32]([C:52]2[CH:53]=[N:54][CH:55]=[CH:56][CH:57]=2)=[N:31]1.[Li+].[Cl-]>O1CCOCC1.[Cu]I.C1C=CC([P]([Pd]([P](C2C=CC=CC=2)(C2C=CC=CC=2)C2C=CC=CC=2)([P](C2C=CC=CC=2)(C2C=CC=CC=2)C2C=CC=CC=2)[P](C2C=CC=CC=2)(C2C=CC=CC=2)C2C=CC=CC=2)(C2C=CC=CC=2)C2C=CC=CC=2)=CC=1>[C:24]([O:23][C@@H:18]([C:9]1[C:8]([CH3:28])=[CH:7][C:5]2[N:6]=[C:2]([C:35]3[N:34]=[C:33]4[C:32]([C:52]5[CH:53]=[N:54][CH:55]=[CH:56][CH:57]=5)=[N:31][N:30]([CH3:29])[C:38]4=[CH:37][CH:36]=3)[S:3][C:4]=2[C:10]=1[C:11]1[CH:16]=[CH:15][C:14]([Cl:17])=[CH:13][CH:12]=1)[C:19]([O:21][CH3:22])=[O:20])([CH3:27])([CH3:26])[CH3:25] |f:2.3,^1:71,73,92,111|. Procedure details: To a solution of (S)-methyl 2-(2-bromo-7-(4-chlorophenyl)-5-methylbenzo[d]thiazol-6-yl)-2-tert-butoxyacetate (8 mg, 0.018 mmol) in dioxane (2 mL), was added 1-methyl-3-(pyridin-3-yl)-5-(tributylstannyl)-1H-pyrazolo[4,3-b]pyridine (9 mg, 0.018 mmol), CuI (3.4 mg, 0.018 mmol), LiCl (3.8 mg, 0.09 mmol) and Pd(PPh3)4 (2 mg, 0.002 mmol). The reaction mixture was heated at 100° C. for 2 h. The reaction was cooled, washed with sat. NaHCO3, extracted by EtOAc, dried over MgSO4, filtered, concentrated do...